This data is from the Open Reaction Database (ORD), a public repository of structured organic reaction records. The task is: describe an organic reaction: reactants, conditions, products, and yield As a reaction SMILES: [C:19]([c:20]1[n:21][cH:22][c:23]2[c:34]([n:35]1)-[c:33]1[c:26]([n:27][c:28]([NH:29][C:30](=[O:31])[n:39]3[cH:40][n:41][cH:42][cH:43]3)[s:32]1)[CH2:25][CH2:24]2)([CH3:36])([CH3:37])[CH3:38].[CH3:1][c:2]1[n:3][cH:4][c:5]2[c:10]([cH:11]1)-[c:9]1[c:8]([n:14][c:13]([NH:15][C:16]([CH3:17])=[O:18])[s:12]1)[CH2:7][O:6]2>>[CH3:1][c:2]1[n:3][cH:4][c:5]2[c:10]([cH:11]1)-[c:9]1[c:8]([n:14][c:13]([NH:15][C:16](=[O:18])[n:39]3[cH:40][n:41][cH:42][cH:43]3)[s:12]1)[CH2:7][O:6]2. Yields the product Cc1cc2c(cn1)OCc1nc(NC(=O)n3ccnc3)sc1-2. Reactants: CC(C)(C)c1ncc2c(n1)-c1sc(NC(=O)n3ccnc3)nc1CC2, CC(=O)Nc1nc2c(s1)-c1cc(C)ncc1OC2.